Task: describe an organic reaction: reactants, conditions, products, and yield. Dataset: the Open Reaction Database (ORD), a public repository of structured organic reaction records The reactants are C(C)(C)OC(=O)N1C2=C(C(CCC1)N(CC1=CC(=CC(=C1)C(F)(F)F)C(F)(F)F)C(C)=O)C=CC(=C2)Br (isopropyl-5-[acetyl-(3,5-bistrifluoromethylbenzyl)amino]-8-bromo-2,3,4,5-tetrahydrobenzo[b]azepine-1-carboxylate), CN(C=O)C (N,N-dimethylformamide). Reagents/catalysts: [Zn] (zinc), C=1C=CC(=CC1)/C=C/C(=O)/C=C/C2=CC=CC=C2.C=1C=CC(=CC1)/C=C/C(=O)/C=C/C2=CC=CC=C2.C=1C=CC(=CC1)/C=C/C(=O)/C=C/C2=CC=CC=C2.[Pd].[Pd] (tris(dibenzylideneacetone)dipalladium), [Zn] (zinc), [Pd].C1(=CC=CC=C1)P(C1=CC=CC=C1)C1=CC=CC=C1.C1(=CC=CC=C1)P(C1=CC=CC=C1)C1=CC=CC=C1.C1(=CC=CC=C1)P(C1=CC=CC=C1)C1=CC=CC=C1.C1(=CC=CC=C1)P(C1=CC=CC=C1)C1=CC=CC=C1 (tetrakis(triphenylphosphine) palladium (0)). Solvent: C(C)(=O)OCC (ethyl acetate). Yields the product C(C)(=O)N(C1C2=C(N(CCC1)C(=O)OC(C)C)C=C(C=C2)C#N)CC2=CC(=CC(=C2)C(F)(F)F)C(F)(F)F (Isopropyl 5-[acetyl-(3,5-bistrifluoromethylbenzyl)amino]-8-cyano-2,3,4,5-tetrahydrobenzo[b]azepine-1-carboxylate). The yield is 51.0%. RXN SMILES: [CH:1]([O:4][C:5]([N:7]1[CH2:13][CH2:12][CH2:11][CH:10]([N:14]([C:30](=[O:32])[CH3:31])[CH2:15][C:16]2[CH:21]=[C:20]([C:22]([F:25])([F:24])[F:23])[CH:19]=[C:18]([C:26]([F:29])([F:28])[F:27])[CH:17]=2)[C:9]2[CH:33]=[CH:34][C:35](Br)=[CH:36][C:8]1=2)=[O:6])([CH3:3])[CH3:2].[CH3:38][N:39](C)C=O>C(OCC)(=O)C.[Zn].C1C=CC(/C=C/C(/C=C/C2C=CC=CC=2)=O)=CC=1.C1C=CC(/C=C/C(/C=C/C2C=CC=CC=2)=O)=CC=1.C1C=CC(/C=C/C(/C=C/C2C=CC=CC=2)=O)=CC=1.[Pd].[Pd].[Pd].C1(P(C2C=CC=CC=2)C2C=CC=CC=2)C=CC=CC=1.C1(P(C2C=CC=CC=2)C2C=CC=CC=2)C=CC=CC=1.C1(P(C2C=CC=CC=2)C2C=CC=CC=2)C=CC=CC=1.C1(P(C2C=CC=CC=2)C2C=CC=CC=2)C=CC=CC=1>[C:30]([N:14]([CH2:15][C:16]1[CH:21]=[C:20]([C:22]([F:25])([F:24])[F:23])[CH:19]=[C:18]([C:26]([F:29])([F:28])[F:27])[CH:17]=1)[CH:10]1[CH2:11][CH2:12][CH2:13][N:7]([C:5]([O:4][CH:1]([CH3:3])[CH3:2])=[O:6])[C:8]2[CH:36]=[C:35]([C:38]#[N:39])[CH:34]=[CH:33][C:9]1=2)(=[O:32])[CH3:31] |f:4.5.6.7.8,9.10.11.12.13|. Procedure: Purge with nitrogen, a solution of isopropyl-5-[acetyl-(3,5-bistrifluoromethylbenzyl)amino]-8-bromo-2,3,4,5-tetrahydrobenzo[b]azepine-1-carboxylate (0.074 g, 0.124 mmol) and zinc cyamide (0.014 g, 0.124 mmol) in N,N-dimethylformamide (2 mL) in a 10 mL microwave vial. Add tetrakis(triphenylphosphine)palladium (0) (0.0043 g, 0.0037 mmol) and irradiate the mixture at 175° C. for 0.5 h (60-80 Watts). Add a second portion of zinc cyamide (0.014 g, 0.124 mmol) and tetrakis(triphenylphosphine) palladiu...